From a dataset of the Open Reaction Database (ORD), a public repository of structured organic reaction records. describe an organic reaction: reactants, conditions, products, and yield The reactants are CC(C)=O, CCOCC, C=CCC(CC)(CF)CF, [O-][I+3]([O-])([O-])[O-], [K+]. The product is CCC(CF)(CF)CC=O. RXN SMILES: [CH3:17][C:18](=[O:19])[CH3:20].[CH3:21][CH2:22][O:23][CH2:24][CH3:25].[F:1][CH2:2][C:3]([CH2:4][CH:5]=[CH2:6])([CH2:7][CH3:8])[CH2:9][F:10].[I+3:11]([O-:12])([O-:13])([O-:14])[O-:15].[K+:16]>>[F:1][CH2:2][C:3]([CH2:4][CH:5]=[O:12])([CH2:7][CH3:8])[CH2:9][F:10]. Reactants: NC1=C(C=CC=C1)C=1NC2=C(N1)C=CC=C2 (2-(2-aminophenyl) benzimidazole), C([O-])([O-])=O.[K+].[K+] (potassium carbonate), C(CC)(=O)Cl (propionyl chloride). The solvent is C(C)#N (acetonitrile). Run at time 8 hour. Product: N1C(=NC2=C1C=CC=C2)C2=C(C=CC=C2)NC(CC)=O (N-[2-(1H-benzimidazol-2-yl)phenyl] propanamide). As a reaction SMILES: [NH2:1][C:2]1[CH:7]=[CH:6][CH:5]=[CH:4][C:3]=1[C:8]1[NH:9][C:10]2[CH:16]=[CH:15][CH:14]=[CH:13][C:11]=2[N:12]=1.C(=O)([O-])[O-].[K+].[K+].[C:23](Cl)(=[O:26])[CH2:24][CH3:25]>C(#N)C>[NH:12]1[C:11]2[CH:13]=[CH:14][CH:15]=[CH:16][C:10]=2[N:9]=[C:8]1[C:3]1[CH:4]=[CH:5][CH:6]=[CH:7][C:2]=1[NH:1][C:23](=[O:26])[CH2:24][CH3:25] |f:1.2.3|. Reported procedure: To a solution/suspension of 2-(2-aminophenyl) benzimidazole (5.0 g, 23.0 mmol), potassium carbonate (9.5 g, 69.0 mmol) in acetonitrile (300 mL) at 0° C. was added propionyl chloride (2.3 g, 23.0 mmol). The reaction mixture was allowed to warm to room temperature, stir overnight, followed by filtration to remove the white solid. This was washed thoroughly with acetonitrile. The acetonitrile was concentrated in vacuo, the residue extracted into methylene chloride, washed with potassium carbonate (... Reactants: CC(C)(C)c1cc(CBr)cc(C(C)(C)C)c1O, CN(C)c1ccc(N)cc1, C1CCOC1. Yields the product CN(C)c1ccc(NCc2cc(C(C)(C)C)c(O)c(C(C)(C)C)c2)cc1. RXN SMILES: [Br:1][CH2:2][c:3]1[cH:4][c:5]([C:14]([CH3:15])([CH3:16])[CH3:17])[c:6]([OH:13])[c:7]([C:9]([CH3:10])([CH3:11])[CH3:12])[cH:8]1.[CH3:18][N:19]([c:20]1[cH:21][cH:22][c:23]([NH2:26])[cH:24][cH:25]1)[CH3:27].[O:28]1[CH2:29][CH2:30][CH2:31][CH2:32]1>>[CH2:2]([c:3]1[cH:4][c:5]([C:14]([CH3:15])([CH3:16])[CH3:17])[c:6]([OH:13])[c:7]([C:9]([CH3:10])([CH3:11])[CH3:12])[cH:8]1)[NH:26][c:23]1[cH:22][cH:21][c:20]([N:19]([CH3:18])[CH3:27])[cH:25][cH:24]1. Reactants: CO, Clc1nc(Cl)c2[nH]cnc2n1, N. The product is Nc1nc(Cl)nc2nc[nH]c12. As a reaction SMILES: [CH3:12][OH:13].[Cl:1][c:2]1[n:3][c:4]([Cl:11])[c:5]2[nH:6][cH:7][n:8][c:9]2[n:10]1.[NH3:14]>>[Cl:1][c:2]1[n:3][c:4]([NH2:14])[c:5]2[nH:6][cH:7][n:8][c:9]2[n:10]1. Reactants: C([O-])([O-])=O (Carbonate), ClC1=NC=C(C(=N1)N[C@H]1[C@@H](CCCC1)N(S(=O)(=O)C)CC)Cl (N-[(1R,2R)-2-(2,5-Dichloro-pyrimidin-4-ylamino)-cyclohexyl]-N-ethyl-methanesulfonamide), C12(C(=O)CC(CC1)C2(C)C)CS(=O)(=O)O (10-Camphorsulfonic acid), NC1=CC2=C(NC(CCC2(C)C)=O)C=C1 (7-Amino-5,5-dimethyl-1,3,4,5-tetrahydro-benzo[b]azepin-2-one). Run in C(C)(C)O (Isopropyl alcohol). Conditions: temperature 120 celsius. The product is ClC=1C(=NC(=NC1)NC1=CC2=C(NC(CCC2(C)C)=O)C=C1)N[C@H]1[C@@H](CCCC1)N(S(=O)(=O)C)CC (N-{(1R,2R)-2-[5-Chloro-2-(5,5-dimethyl-2-oxo-2,3,4,5-tetrahydro-1H-benzo[b]azepin-7-ylamino)-pyrimidin-4-ylamino]-cyclohexyl}-N-ethyl-methanesulfonamide), foam. Isolated yield 54.0%. RXN SMILES: Cl[C:2]1[N:7]=[C:6]([NH:8][C@@H:9]2[CH2:14][CH2:13][CH2:12][CH2:11][C@H:10]2[N:15]([CH2:20][CH3:21])[S:16]([CH3:19])(=[O:18])=[O:17])[C:5]([Cl:22])=[CH:4][N:3]=1.C12(CS(O)(=O)=O)C(C)(C)C(CC1)CC2=O.[NH2:38][C:39]1[CH:52]=[CH:51][C:42]2[NH:43][C:44](=[O:50])[CH2:45][CH2:46][C:47]([CH3:49])([CH3:48])[C:41]=2[CH:40]=1.C(=O)([O-])[O-]>C(O)(C)C>[Cl:22][C:5]1[C:6]([NH:8][C@@H:9]2[CH2:14][CH2:13][CH2:12][CH2:11][C@H:10]2[N:15]([CH2:20][CH3:21])[S:16]([CH3:19])(=[O:18])=[O:17])=[N:7][C:2]([NH:38][C:39]2[CH:52]=[CH:51][C:42]3[NH:43][C:44](=[O:50])[CH2:45][CH2:46][C:47]([CH3:49])([CH3:48])[C:41]=3[CH:40]=2)=[N:3][CH:4]=1. Procedure details: N-[(1R,2R)-2-(2,5-Dichloro-pyrimidin-4-ylamino)-cyclohexyl]-N-ethyl-methanesulfonamide (99 mg, 0.27 mmol) in Isopropyl alcohol (4 mL) was added to 10-Camphorsulfonic acid (12 mg, 0.052 mmol) and 7-Amino-5,5-dimethyl-1,3,4,5-tetrahydro-benzo[b]azepin-2-one (56 mg, 0.27 mmol) and was heated in a Microwave vial for 90 min at 120° C. Upon cooling, the mixture was treated with MP-Carbonate (2.69 mmol/g loading; 0.29 g, 0.78 mmol) for 1 h, was filtered and was concentrated in vacuo onto Celite. Chroma... Reactants: CC(=O)c1csc(-c2ccc(C(C)(C)C)cc2)c1O, CC(C)O, COC(=O)c1ccc(C(=O)NN)cc1NC(C)=O. Yields the product COC(=O)c1ccc(C(=O)NN=C(C)c2csc(-c3ccc(C(C)(C)C)cc3)c2O)cc1NC(C)=O. Reaction SMILES: [C:1]([CH3:2])([CH3:3])([CH3:4])[c:5]1[cH:6][cH:7][c:8](-[c:11]2[s:12][cH:13][c:14]([C:17](=[O:18])[CH3:19])[c:15]2[OH:16])[cH:9][cH:10]1.[CH:38]([OH:39])([CH3:40])[CH3:41].[NH:20]([C:21](=[O:22])[CH3:23])[c:24]1[c:25]([C:26](=[O:27])[O:28][CH3:29])[cH:30][cH:31][c:32]([C:34](=[O:35])[NH:36][NH2:37])[cH:33]1>>[C:1]([CH3:2])([CH3:3])([CH3:4])[c:5]1[cH:6][cH:7][c:8](-[c:11]2[s:12][cH:13][c:14]([C:17]([CH3:19])=[N:37][NH:36][C:34]([c:32]3[cH:31][cH:30][c:25]([C:26](=[O:27])[O:28][CH3:29])[c:24]([NH:20][C:21](=[O:22])[CH3:23])[cH:33]3)=[O:35])[c:15]2[OH:16])[cH:9][cH:10]1. The reactants are C(C)OC(=O)C=1C(=C2C(=CN1)N(C(=C2Br)C2=CC=C(C=C2)Cl)C2=CC=CC=C2)O (3-bromo-2-(4-chloro-phenyl)-4-hydroxy-1-phenyl-1H-pyrrolo[2,3-c]pyridine-5-carboxylic acid ethyl ester). The reagents and catalysts are [Pd] (Pd/C). The solvent is C(C)O (ethanol), CN(C)C=O (DMF). Reaction conditions: time 30 hour. The product is C(C)OC(=O)C=1C(=C2C(=CN1)N(C(=C2)C2=CC=CC=C2)C2=CC=CC=C2)O (4-Hydroxy-1,2-diphenyl-1H-pyrrolo[2,3-c]pyridine-5-carboxylic acid ethyl ester). Isolated yield 27.9%. RXN SMILES: [CH2:1]([O:3][C:4]([C:6]1[C:7]([OH:29])=[C:8]2[C:14](Br)=[C:13]([C:16]3[CH:21]=[CH:20][C:19](Cl)=[CH:18][CH:17]=3)[N:12]([C:23]3[CH:28]=[CH:27][CH:26]=[CH:25][CH:24]=3)[C:9]2=[CH:10][N:11]=1)=[O:5])[CH3:2]>C(O)C.CN(C=O)C.[Pd]>[CH2:1]([O:3][C:4]([C:6]1[C:7]([OH:29])=[C:8]2[CH:14]=[C:13]([C:16]3[CH:21]=[CH:20][CH:19]=[CH:18][CH:17]=3)[N:12]([C:23]3[CH:24]=[CH:25][CH:26]=[CH:27][CH:28]=3)[C:9]2=[CH:10][N:11]=1)=[O:5])[CH3:2]. Procedure details: To a mixture of 3-bromo-2-(4-chloro-phenyl)-4-hydroxy-1-phenyl-1H-pyrrolo[2,3-c]pyridine-5-carboxylic acid ethyl ester (200 mg, 0.42 mmol)(from Example 36(d)) in ethanol (12 mL) and DMF (3 mL) was added Pd/C (10% wet, containing 50% water)(120 mg) was stirred under hydrogen atmosphere (balloon pressure) for 30 h. Reaction mixture was filtered through a pad of celite and rinsed with EtOAc. Filtrate was concentrated and purified by silica gel chromatography (eluting with 25%-50% EtOAc/hexanes) to ... Starting materials: BrC1=C(C=C(C=C1)C1=C(C(=NN1C=1C=CC(=NC1)S(=O)(=O)N)C(F)(F)F)CC)F (5-(5-(4-Bromo-3-fluorophenyl)-4-ethyl-3-trifluoromethyl-1H-pyrazol-1-yl)-2-pyridinesulfonamide), C(CCC)[Sn](C1=CN=CS1)(CCCC)CCCC (5-tributylstannyl-1,3-thiazol), [Cl-].[Li+] (lithium chloride). Reagents/catalysts: C=1C=CC(=CC1)[P](C=2C=CC=CC2)(C=3C=CC=CC3)[Pd]([P](C=4C=CC=CC4)(C=5C=CC=CC5)C=6C=CC=CC6)([P](C=7C=CC=CC7)(C=8C=CC=CC8)C=9C=CC=CC9)[P](C=1C=CC=CC1)(C=1C=CC=CC1)C=1C=CC=CC1 (tetrakis(triphenylphosphine)palladium). Run in O1CCOCC1 (1,4-dioxane), C(C)(=O)OCC (ethyl acetate). Product: C(C)C=1C(=NN(C1C1=CC(=C(C=C1)C1=CN=CS1)F)C=1C=CC(=NC1)S(=O)(=O)N)C(F)(F)F (5-(4-Ethyl-5-(3-fluoro-4-(1,3-thiazol-5-yl)phenyl)-3-trifluoromethyl-1H-pyrazol-1-yl)-2-pyridinesulfonamide). Yield: 48.5%. RXN SMILES: Br[C:2]1[CH:7]=[CH:6][C:5]([C:8]2[N:12]([C:13]3[CH:14]=[CH:15][C:16]([S:19]([NH2:22])(=[O:21])=[O:20])=[N:17][CH:18]=3)[N:11]=[C:10]([C:23]([F:26])([F:25])[F:24])[C:9]=2[CH2:27][CH3:28])=[CH:4][C:3]=1[F:29].C([Sn](CCCC)(CCCC)[C:35]1[S:39][CH:38]=[N:37][CH:36]=1)CCC.[Cl-].[Li+]>O1CCOCC1.C(OCC)(=O)C.C1C=CC([P]([Pd]([P](C2C=CC=CC=2)(C2C=CC=CC=2)C2C=CC=CC=2)([P](C2C=CC=CC=2)(C2C=CC=CC=2)C2C=CC=CC=2)[P](C2C=CC=CC=2)(C2C=CC=CC=2)C2C=CC=CC=2)(C2C=CC=CC=2)C2C=CC=CC=2)=CC=1>[CH2:27]([C:9]1[C:10]([C:23]([F:26])([F:25])[F:24])=[N:11][N:12]([C:13]2[CH:14]=[CH:15][C:16]([S:19]([NH2:22])(=[O:21])=[O:20])=[N:17][CH:18]=2)[C:8]=1[C:5]1[CH:6]=[CH:7][C:2]([C:35]2[S:39][CH:38]=[N:37][CH:36]=2)=[C:3]([F:29])[CH:4]=1)[CH3:28] |f:2.3,^1:65,67,86,105|. Reported procedure: A mixture of 5-(5-(4-bromo-3-fluorophenyl)-4-ethyl-3-trifluoromethyl-1H-pyrazol-1-yl)-2-pyridinesulfonamide from step 4 of Example 19 (450 mg, 0.912 mmol), 5-tributylstannyl-1,3-thiazol (410 mg, 1.095 mmol), tetrakis(triphenylphosphine)palladium (105 mg, 0.091 mmol), lithium chloride (97 mg, 2.281 mmol) in 1,4-dioxane (11 ml) was stirred at reflux for 5 h. After cooling, the mixture was diluted with ethyl acetate, washed with water. The organic layer was dried (MgSO4) and concentrated. This was ... The reactants are C(C)(=O)C1=C(C(=C2CCCCC2=C1)Br)O (7-acetyl-5-bromo-1,2,3,4-tetrahydro-6-hydroxynaphthalene), [Na] (sodium), C(C(=O)OCC)(=O)OCC (diethyl oxalate). Yields the product BrC1=C2CCCCC2=CC2=C1OC(=CC2=O)C(=O)OCC (Ethyl 10-bromo-6,7,8,9-tetrahydro-4-oxo-4H-naphtho[2,3-b]pyran-2-carboxylate). Yield: 72.3%. As a reaction SMILES: [C:1]([C:4]1[CH:13]=[C:12]2[C:7]([CH2:8][CH2:9][CH2:10][CH2:11]2)=[C:6]([Br:14])[C:5]=1[OH:15])(=[O:3])[CH3:2].[Na].[C:17](OCC)(=O)[C:18]([O:20][CH2:21][CH3:22])=[O:19]>>[Br:14][C:6]1[C:5]2[O:15][C:17]([C:18]([O:20][CH2:21][CH3:22])=[O:19])=[CH:2][C:1](=[O:3])[C:4]=2[CH:13]=[C:12]2[C:7]=1[CH2:8][CH2:9][CH2:10][CH2:11]2 |^1:15|. Procedure details: The product of step (a) (5.3 g) was treated with sodium (2.3 g) and diethyl oxalate (7.3 g) under the conditions of Example 1(d) to give the title ester (5.0 g; 72%), mp 130°-132°. Reaction SMILES: [CH2:1]([CH3:2])[O:3][CH:4]([C:5]([CH:6]=[P:7]([c:8]1[cH:9][cH:10][cH:11][cH:12][cH:13]1)([c:14]1[cH:15][cH:16][cH:17][cH:18][cH:19]1)[c:20]1[cH:21][cH:22][cH:23][cH:24][cH:25]1)=[O:26])[O:27][CH2:28][CH3:29].[CH3:50][N:51]([CH3:52])[CH:53]=[O:54].[Cl:30][c:31]1[c:32](-[c:41]2[cH:42][c:43]([CH:48]=[O:49])[c:44]([Cl:47])[cH:45][cH:46]2)[n:33][n:34]([CH3:40])[c:35]1[O:36][CH:37]([F:38])[F:39]>>[CH2:1]([CH3:2])[O:3][CH:4]([C:5]([CH:6]=[CH:48][c:43]1[cH:42][c:41](-[c:32]2[c:31]([Cl:30])[c:35]([O:36][CH:37]([F:38])[F:39])[n:34]([CH3:40])[n:33]2)[cH:46][cH:45][c:44]1[Cl:47])=[O:26])[O:27][CH2:28][CH3:29]. The product is CCOC(OCC)C(=O)C=Cc1cc(-c2nn(C)c(OC(F)F)c2Cl)ccc1Cl. Starting materials: CCOC(OCC)C(=O)C=P(c1ccccc1)(c1ccccc1)c1ccccc1, CN(C)C=O, Cn1nc(-c2ccc(Cl)c(C=O)c2)c(Cl)c1OC(F)F.